From a dataset of the Open Reaction Database (ORD), a public repository of structured organic reaction records. describe an organic reaction: reactants, conditions, products, and yield Starting materials: BrC=1C=NC=NC1 (5-bromopyrimidine), C([O-])([O-])=O.[Na+].[Na+] (sodium carbonate), C(#N)C=1C(=C(C=CC1)B(O)O)F (3-cyano-2-fluorophenylboronic acid), O (water). The reagents and catalysts are [Pd].C1(=CC=CC=C1)P(C1=CC=CC=C1)C1=CC=CC=C1.C1(=CC=CC=C1)P(C1=CC=CC=C1)C1=CC=CC=C1.C1(=CC=CC=C1)P(C1=CC=CC=C1)C1=CC=CC=C1.C1(=CC=CC=C1)P(C1=CC=CC=C1)C1=CC=CC=C1 (Tetrakis(triphenylphosphine) palladium(0)). The solvent is COCCOC (DME), CCO (EtOH). Conditions: temperature 70 celsius. Product: FC1=C(C#N)C=CC=C1C=1C=NC=NC1 (2-Fluoro-3-(pyrimidin-5-yl)benzonitrile). Yield: 23.9%. As a reaction SMILES: Br[C:2]1[CH:3]=[N:4][CH:5]=[N:6][CH:7]=1.C(=O)([O-])[O-].[Na+].[Na+].[C:14]([C:16]1[C:17]([F:25])=[C:18](B(O)O)[CH:19]=[CH:20][CH:21]=1)#[N:15].O>COCCOC.[Pd].C1(P(C2C=CC=CC=2)C2C=CC=CC=2)C=CC=CC=1.C1(P(C2C=CC=CC=2)C2C=CC=CC=2)C=CC=CC=1.C1(P(C2C=CC=CC=2)C2C=CC=CC=2)C=CC=CC=1.C1(P(C2C=CC=CC=2)C2C=CC=CC=2)C=CC=CC=1.CCO>[F:25][C:17]1[C:18]([C:2]2[CH:3]=[N:4][CH:5]=[N:6][CH:7]=2)=[CH:19][CH:20]=[CH:21][C:16]=1[C:14]#[N:15] |f:1.2.3,7.8.9.10.11|. Reported procedure: A sealed tube apparatus was charged with a solution containing 5-bromopyrimidine (1 g, 6.29 mmol), sodium carbonate (3.33 g, 31.4 mmol), and 3-cyano-2-fluorophenylboronic acid (1.037 g, 6.29 mmol) in a mixture of DME (Ratio: 2, Volume: 31.4 ml), water (Ratio: 1.000, Volume: 15.72 ml), and EtOH (Ratio: 1.000, Volume: 15.72 ml) at ambient temperature. Tetrakis(triphenylphosphine) palladium(0) (0.363 g, 0.314 mmol) was then added and the system was purged with nitrogen, sealed, and heated to 70° C.... Starting materials: COC(=O)c1cc(C)c(C)n1CC1CC1C, Cc1ccccc1, CN(C)C=O, [Na+], O, O=C([O-])O, O=P(Cl)(Cl)Cl. Yields the product COC(=O)c1c(C=O)c(C)c(C)n1CC1CC1C. Reaction SMILES: [CH3:11][c:12]1[cH:13][c:14]([C:23](=[O:24])[O:25][CH3:26])[n:15]([CH2:18][CH:19]2[CH:20]([CH3:22])[CH2:21]2)[c:16]1[CH3:17].[CH3:32][c:33]1[cH:34][cH:35][cH:36][cH:37][cH:38]1.[CH3:6][N:7]([CH:8]=[O:9])[CH3:10].[Na+:27].[OH2:39].[OH:28][C:29](=[O:30])[O-:31].[P:1]([Cl:2])([Cl:3])([Cl:4])=[O:5]>>[CH:8](=[O:9])[c:13]1[c:12]([CH3:11])[c:16]([CH3:17])[n:15]([CH2:18][CH:19]2[CH:20]([CH3:22])[CH2:21]2)[c:14]1[C:23](=[O:24])[O:25][CH3:26]. The reactants are [OH-].[Na+] (sodium hydroxide), C(C)OC(C1=CC=C(C=C1)C#CC=1C=C2C(CCN(C2=CC1)C1CC1)(C)C)=O (4-(1-cyclopropyl-4,4-dimethyl-1,2,3,4-tetrahydro-quinolin-6-ylethynyl)-benzoic acid ethyl ester), C(C)OC(C1=CC=C(C=C1)C#CC=1C=C2C(CCN(C2=CC1)C1CC1)(C)C)=O (4-(1-cyclopropyl-4,4-dimethyl-1,2,3,4-tetrahydro-quinolin-6-ylethynyl)-benzoic acid ethyl ester). Run in C(C)O (ethanol). Yields the product C1(CC1)N1CCC(C2=CC(=CC=C12)C#CC1=CC=C(C(=O)O)C=C1)(C)C (4-(1-Cyclopropyl-4,4-dimethyl-1,2,3,4-tetrahydroquinolin-6-yl-ethynyl)-benzoic acid), solid. Yield: 64.0%. Reaction SMILES: C([O:3][C:4](=[O:28])[C:5]1[CH:10]=[CH:9][C:8]([C:11]#[C:12][C:13]2[CH:14]=[C:15]3[C:20](=[CH:21][CH:22]=2)[N:19]([CH:23]2[CH2:25][CH2:24]2)[CH2:18][CH2:17][C:16]3([CH3:27])[CH3:26])=[CH:7][CH:6]=1)C.[OH-].[Na+]>C(O)C>[CH:23]1([N:19]2[C:20]3[C:15](=[CH:14][C:13]([C:12]#[C:11][C:8]4[CH:7]=[CH:6][C:5]([C:4]([OH:28])=[O:3])=[CH:10][CH:9]=4)=[CH:22][CH:21]=3)[C:16]([CH3:27])([CH3:26])[CH2:17][CH2:18]2)[CH2:24][CH2:25]1 |f:1.2|. Reported procedure: Following general procedure L and using 4-(1-cyclopropyl-4,4-dimethyl-1,2,3,4-tetrahydro-quinolin-6-ylethynyl)-benzoic acid ethyl ester (Compound 61, 0.005 g, 0.13 mmol), 5 mL of ethanol and 5M sodium hydroxide solution (2 mL) followed by recrystallization from hot ethyl acetate, the title compound was obtained as a solid (0.030 g, 64%). Reactants: C(C1=CC=CC=C1)NC(NC(CC(=O)NC(CC1=CC=C(C=C1)OC(C)(C)C)C(N(CC=1C=CC=C2C=NNC12)CC(OCC)OCC)=O)C)=O (3-(3-Benzyl-ureido)-N-{2-(4-tert-butoxy-phenyl)-1-[(2,2-diethoxy-ethyl)-(1H-indazol-7-ylmethyl)-carbamoyl]-ethyl}-butyramide). Solvent: C(=O)O (formic acid). Product: C(C1=CC=CC=C1)NC(=O)N1C2N(C(CC1C)=O)C(C(N(C2)CC=2C=CC=C1C=NNC21)=O)CC2=CC=C(C=C2)O (6-(4-Hydroxy-benzyl)-8-(1H-indazol-7-ylmethyl)-2-methyl-4,7-dioxo-hexahydro-pyrazino[1,2-a]pyrimidine-1-carboxylic acid benzylamide). Isolated yield 33.7%. Reaction SMILES: [CH2:1]([NH:8][C:9](=[O:51])[NH:10][CH:11]([CH3:50])[CH2:12][C:13]([NH:15][CH:16]([C:29](=[O:49])[N:30]([CH2:41][CH:42](OCC)OCC)[CH2:31][C:32]1[CH:33]=[CH:34][CH:35]=[C:36]2[C:40]=1[NH:39][N:38]=[CH:37]2)[CH2:17][C:18]1[CH:23]=[CH:22][C:21]([O:24]C(C)(C)C)=[CH:20][CH:19]=1)=[O:14])[C:2]1[CH:7]=[CH:6][CH:5]=[CH:4][CH:3]=1>C(O)=O>[CH2:1]([NH:8][C:9]([N:10]1[CH:11]([CH3:50])[CH2:12][C:13](=[O:14])[N:15]2[CH:16]([CH2:17][C:18]3[CH:19]=[CH:20][C:21]([OH:24])=[CH:22][CH:23]=3)[C:29](=[O:49])[N:30]([CH2:31][C:32]3[CH:33]=[CH:34][CH:35]=[C:36]4[C:40]=3[NH:39][N:38]=[CH:37]4)[CH2:41][CH:42]12)=[O:51])[C:2]1[CH:7]=[CH:6][CH:5]=[CH:4][CH:3]=1. Procedure details: A solution of crude 3-(3-Benzyl-ureido)-N-{2-(4-tert-butoxy-phenyl)-1-[(2,2-diethoxy-ethyl)-(1H-indazol-7-ylmethyl)-carbamoyl]-ethyl}-butyramide (3.46 g, 4.95 mmol) in formic acid (100 mL) was stirred at room temperature for 13 h. The solvent was removed under reduced pressure and then diluted with EtOAc, washed with water and brine. The organic layer was dried with Na2SO4 and concentrated in vacuo. The residue was purified by chromatography and recrystallized on ethyl acetate and hexane to give... The reactants are [N+](=O)([O-])C1=C(OC2=CC=C(OC(C(CC(=O)OCC)=O)C)C=C2)C=CC(=C1)Cl (ethyl 4-[4-(2-nitro-4-chlorophenoxy)phenoxy]-3-oxopentanoate), [BH4-].[Na+] (NaBH4). Solvent: C(C)O (ethanol), C(Cl)Cl (CH2Cl2). Run at time 20 minute. Yields the product [N+](=O)([O-])C1=C(OC2=CC=C(OC(C(CC(=O)OCC)O)C)C=C2)C=CC(=C1)Cl (ethyl 4-[4-(2-nitro-4-chlorophenoxy)phenoxy]-3-hydroxypentanoate). Reaction SMILES: [N+:1]([C:4]1[CH:27]=[C:26]([Cl:28])[CH:25]=[CH:24][C:5]=1[O:6][C:7]1[CH:23]=[CH:22][C:10]([O:11][CH:12]([CH3:21])[C:13](=[O:20])[CH2:14][C:15]([O:17][CH2:18][CH3:19])=[O:16])=[CH:9][CH:8]=1)([O-:3])=[O:2].[BH4-].[Na+]>C(O)C.C(Cl)Cl>[N+:1]([C:4]1[CH:27]=[C:26]([Cl:28])[CH:25]=[CH:24][C:5]=1[O:6][C:7]1[CH:23]=[CH:22][C:10]([O:11][CH:12]([CH3:21])[CH:13]([OH:20])[CH2:14][C:15]([O:17][CH2:18][CH3:19])=[O:16])=[CH:9][CH:8]=1)([O-:3])=[O:2] |f:1.2|. Procedure: To a solution of ethyl 4-[4-(2-nitro-4-chlorophenoxy)phenoxy]-3-oxopentanoate (600 mg) in absolute ethanol (10 ml) is added at 0°, NaBH4 (300 mg). After addition is complete, the reaction mixture is stirred for about 20 minutes. Then the solution is taken up in CH2Cl2, washed with brine, dried and evaporated to give ethyl 4-[4-(2-nitro-4-chlorophenoxy)phenoxy]-3-hydroxypentanoate. The reactants are CC(=O)O, CC(=O)O, CC1(C)CCCC(C)(C)N1O, COC(C)(C)C, OCc1nc2ncc(Cl)cn2n1, ClCCl, Ic1ccccc1. The product is O=Cc1nc2ncc(Cl)cn2n1. As a reaction SMILES: [C:24]([OH:25])(=[O:26])[CH3:27].[C:28]([OH:29])(=[O:30])[CH3:31].[CH3:13][C:14]1([CH3:23])[N:15]([O:16])[C:17]([CH3:18])([CH3:19])[CH2:20][CH2:21][CH2:22]1.[CH3:39][O:40][C:41]([CH3:42])([CH3:43])[CH3:44].[Cl:1][c:2]1[cH:3][n:4][c:5]2[n:6]([cH:7]1)[n:8][c:9]([CH2:11][OH:12])[n:10]2.[Cl:45][CH2:46][Cl:47].[I:32][c:33]1[cH:34][cH:35][cH:36][cH:37][cH:38]1>>[Cl:1][c:2]1[cH:3][n:4][c:5]2[n:6]([cH:7]1)[n:8][c:9]([CH:11]=[O:12])[n:10]2. The reactants are ClC1=NCC(N(C2=C1C=C(C(=C2)OC)OC)C)=O (5-chloro-7,8-dimethoxy-1-methyl-1,3-dihydro-1,4-benzodiazepin-2-one), atmosphere, C1=CC=C(C=C1)P(C2=CC=CC=C2)C3=CC=CC=C3 (PPh3), C1(=CC=CC=C1)C#C (phenylacetylene). Reagents/catalysts: Cl[Pd]Cl (PdCl2), [Cu]I (CuI). The solvent is CC#N (CH3CN). Reaction conditions: temperature 55 celsius, time 5 minute. Product: COC=1C(=CC2=C(C(=NCC(N2C)=O)C#CC2=CC=CC=C2)C1)OC (7,8-dimethoxy-1-methyl-5-(2-phenylethynyl)-1,3-dihydro-2H-1,4-benzodiazepin-2-one). The yield is 45.0%. Reaction SMILES: Cl[C:2]1[C:8]2[CH:9]=[C:10]([O:15][CH3:16])[C:11]([O:13][CH3:14])=[CH:12][C:7]=2[N:6]([CH3:17])[C:5](=[O:18])[CH2:4][N:3]=1.C1C=CC(P(C2C=CC=CC=2)C2C=CC=CC=2)=CC=1.[C:38]1([C:44]#[CH:45])[CH:43]=[CH:42][CH:41]=[CH:40][CH:39]=1>CC#N.Cl[Pd]Cl.[Cu]I>[CH3:16][O:15][C:10]1[C:11]([O:13][CH3:14])=[CH:12][C:7]2[N:6]([CH3:17])[C:5](=[O:18])[CH2:4][N:3]=[C:2]([C:45]#[C:44][C:38]3[CH:43]=[CH:42][CH:41]=[CH:40][CH:39]=3)[C:8]=2[CH:9]=1. Reported procedure: To a solution of 240 mg (0.89 mmol) of 5-chloro-7,8-dimethoxy-1-methyl-1,3-dihydro-1,4-benzodiazepin-2-one XVIIIaa in 7 ml of CH3CN, add under an inert atmosphere 17 mg (0.1 mmol) of PdCl2, 30 mg (0.16 mmol) of CuI. Stir for 5 minutes, then add 68 mg (0.23 mmol) of PPh3, 185 μl of Net3 and 150 μl of phenylacetylene. Heat the mixture at 55° C. for 3 hours. Evaporate to dryness and purify by silica chromatography (AcOEt 1/hexane 1, then AcOEt). Recrystallize in EtOH. Yield: 45%. 1H-NMR (DMSO, 200 ... The reactants are BrCc1ccccc1, O=C([O-])[O-], CN(C)C=O, [K+], [K+], Cc1cccc(C=O)c1O. Yields the product Cc1cccc(C=O)c1OCc1ccccc1. Reaction SMILES: [Br:17][CH2:18][c:19]1[cH:20][cH:21][cH:22][cH:23][cH:24]1.[C:11](=[O:12])([O-:13])[O-:14].[CH3:25][N:26]([CH3:27])[CH:28]=[O:29].[K+:15].[K+:16].[OH:1][c:2]1[c:3]([CH:4]=[O:5])[cH:6][cH:7][cH:8][c:9]1[CH3:10]>>[O:1]([c:2]1[c:3]([CH:4]=[O:5])[cH:6][cH:7][cH:8][c:9]1[CH3:10])[CH2:18][c:19]1[cH:20][cH:21][cH:22][cH:23][cH:24]1.